This data is from the Open Reaction Database (ORD), a public repository of structured organic reaction records. The task is: describe an organic reaction: reactants, conditions, products, and yield Starting materials: C(C)N=C=NCCCN(C)C (N1-((ethylimino)methylene)-N3,N3-dimethylpropane-1,3-diamine), C(C)(C)(C)OC(=O)N1[C@@H](C[C@H](C1)F)C(=O)O ((2S,4R)-1-(tert-butoxycarbonyl)-4-fluoropyrrolidine-2-carboxylic acid), C(C1=CC=CC=C1)N1C[C@@H]2[C@H](C1)[C@H](CC2)N ((3aR,4S,6aS)-2-benzyloctahydrocyclopenta[c]pyrrol-4-amine), O.ON1N=NC2=C1C=CC=C2 (1-hydroxybenzotriazole hydrate). Solvent: ClCCl (dichloromethane). Reaction conditions: time 2 minute. Yields the product C(C1=CC=CC=C1)N1C[C@@H]2[C@H](C1)[C@H](CC2)NC(=O)[C@H]2N(C[C@@H](C2)F)C(=O)OC(C)(C)C ((2S,4R)-tert-butyl 2-((3aR,4S,6aS)-2-benzyloctahydrocyclopenta[c]pyrrol-4-ylcarbamoyl)-4-fluoropyrrolidine-1-carboxylate). Reaction SMILES: [C:1]([O:5][C:6]([N:8]1[CH2:12][C@H:11]([F:13])[CH2:10][C@H:9]1[C:14]([OH:16])=O)=[O:7])([CH3:4])([CH3:3])[CH3:2].[CH2:17]([N:24]1[CH2:28][C@@H:27]2[C@@H:29]([NH2:32])[CH2:30][CH2:31][C@@H:26]2[CH2:25]1)[C:18]1[CH:23]=[CH:22][CH:21]=[CH:20][CH:19]=1.O.ON1C2C=CC=CC=2N=N1.C(N=C=NCCCN(C)C)C>ClCCl>[CH2:17]([N:24]1[CH2:28][C@@H:27]2[C@@H:29]([NH:32][C:14]([C@@H:9]3[CH2:10][C@@H:11]([F:13])[CH2:12][N:8]3[C:6]([O:5][C:1]([CH3:2])([CH3:3])[CH3:4])=[O:7])=[O:16])[CH2:30][CH2:31][C@@H:26]2[CH2:25]1)[C:18]1[CH:19]=[CH:20][CH:21]=[CH:22][CH:23]=1 |f:2.3|. Procedure: To a solution of (2S,4R)-1-(tert-butoxycarbonyl)-4-fluoropyrrolidine-2-carboxylic acid (2.87 g, 12.31 mmol) and (3aR,4S,6aS)-2-benzyloctahydrocyclopenta[c]pyrrol-4-amine from Example 33 Step A (2.93 g, 13.54 mmol) in dichloromethane (16.97 mL) was added 1-hydroxybenzotriazole hydrate (2.073 g, 13.54 mmol). After 2 minutes, N1-((ethylimino)methylene)-N3,N3-dimethylpropane-1,3-diamine (2.388 mL, 13.54 mmol) was added and the reaction was stirred at ambient temperature overnight. The reaction was q... Starting materials: Fc1cc(Br)ccc1-c1ccccc1, [Li]CCCC, CN(C)C=O, C1CCOC1. Yields the product O=Cc1ccc(-c2ccccc2)c(F)c1. As a reaction SMILES: [Br:1][c:2]1[cH:3][c:4]([F:14])[c:5](-[c:8]2[cH:9][cH:10][cH:11][cH:12][cH:13]2)[cH:6][cH:7]1.[CH2:15]([Li:16])[CH2:17][CH2:18][CH3:19].[O:20]=[CH:21][N:22]([CH3:23])[CH3:24].[O:25]1[CH2:26][CH2:27][CH2:28][CH2:29]1>>[c:2]1([CH:21]=[O:20])[cH:3][c:4]([F:14])[c:5](-[c:8]2[cH:9][cH:10][cH:11][cH:12][cH:13]2)[cH:6][cH:7]1. The reactants are CN1N=NN=C1SCCCCl (1-Methyl-5-(3-chloropropyl)thio-1,2,3,4-tetrazole), OC=1C(=NC=CC1)S (3-hydroxy-2-mercaptopyridine), C([O-])([O-])=O.[K+].[K+] (potassium carbonate), [I-].[K+] (potassium iodide). The solvent is CC(=O)C (acetone). Product: CN1N=NN=C1SCCCSC1=NC=CC=C1O (1-methyl-5-[3-(3-hydroxy-2-pyridyl)thiopropyl]thio-1,2,3,4-tetrazole). Yield: 42.9%. RXN SMILES: [CH3:1][N:2]1[C:6]([S:7][CH2:8][CH2:9][CH2:10]Cl)=[N:5][N:4]=[N:3]1.[OH:12][C:13]1[C:14]([SH:19])=[N:15][CH:16]=[CH:17][CH:18]=1.C(=O)([O-])[O-].[K+].[K+].[I-].[K+]>CC(C)=O>[CH3:1][N:2]1[C:6]([S:7][CH2:8][CH2:9][CH2:10][S:19][C:14]2[C:13]([OH:12])=[CH:18][CH:17]=[CH:16][N:15]=2)=[N:5][N:4]=[N:3]1 |f:2.3.4,5.6|. Reported procedure: 1-Methyl-5-(3-chloropropyl)thio-1,2,3,4-tetrazole (1.9 g) and 3-hydroxy-2-mercaptopyridine (1.3 g) are dissolved in acetone (50 ml). To the mixture are added potassium carbonate (1.4 g) and potassium iodide (0.1 g), and the mixture is refluxed for 5 hours. After acetone is distilled off, water is added to the residue, and the mixture is extracted with chloroform. The chloroform solution is washed with saturated aqueous sodium chloride and dried over magnesium sulfate. After chloroform is distill... Procedure: To a solution of 4-chloro-N-(5-chloro-2-fluorophenyl)-N-[(R)-1-methyl-4-bromobutyl]-benzenesulfonamide (0.343 g, 0.730 mmol) in THF/H2O (8/2 mL) was added sodium azide (0.237 g, 7.30 mmol) at 22° C. The resulting mixture was allowed to stir at 22° C. for 10 days. The mixture was extracted with ether (3×20 mL). The combined organic extracts were washed with sat. NaHCO3, dried over MgSO4, filtered, and concentrated under reduced pressure. Silica gel chromatography (1:9 ethyl acetate:hexanes) of th... Reaction conditions: temperature 22 celsius, time 10 day. Starting materials: ClC1=CC=C(C=C1)S(=O)(=O)N([C@@H](CCCBr)C)C1=C(C=CC(=C1)Cl)F (4-chloro-N-(5-chloro-2-fluorophenyl)-N-[(R)-1-methyl-4-bromobutyl]-benzenesulfonamide), [N-]=[N+]=[N-].[Na+] (sodium azide). The yield is 72.1%. Product: ClC1=CC=C(C=C1)S(=O)(=O)N([C@@H](CCCN=[N+]=[N-])C)C1=C(C=CC(=C1)Cl)F (4-chloro-N-(5-chloro-2-fluorophenyl)-N-[(R)-1-methyl-4-azidobutyl]benzenesulfonamide). Reaction SMILES: [Cl:1][C:2]1[CH:7]=[CH:6][C:5]([S:8]([N:11]([C:18]2[CH:23]=[C:22]([Cl:24])[CH:21]=[CH:20][C:19]=2[F:25])[C@H:12]([CH3:17])[CH2:13][CH2:14][CH2:15]Br)(=[O:10])=[O:9])=[CH:4][CH:3]=1.[N-:26]=[N+:27]=[N-:28].[Na+]>C1COCC1.O>[Cl:1][C:2]1[CH:7]=[CH:6][C:5]([S:8]([N:11]([C:18]2[CH:23]=[C:22]([Cl:24])[CH:21]=[CH:20][C:19]=2[F:25])[C@H:12]([CH3:17])[CH2:13][CH2:14][CH2:15][N:26]=[N+:27]=[N-:28])(=[O:10])=[O:9])=[CH:4][CH:3]=1 |f:1.2,3.4|. Solvent: C1CCOC1.O (THF H2O). As a reaction SMILES: [Cl:1][CH2:2][CH2:3][NH:4][C:5]([N:7]([CH2:19][CH2:20][CH2:21][CH2:22][CH3:23])[CH:8]1[O:16][C@H:15]([CH2:17][OH:18])[C@@H:13]([OH:14])[C@H:11]([OH:12])[C@H:9]1[OH:10])=[O:6].C(=O)([O-])[O-].[Na+].[Na+].[N+:30]([O-])([N+]([O-])=O)=[O:31]>O1CCCC1.C(Cl)Cl>[Cl:1][CH2:2][CH2:3][N:4]([N:30]=[O:31])[C:5]([N:7]([CH2:19][CH2:20][CH2:21][CH2:22][CH3:23])[CH:8]1[O:16][C@H:15]([CH2:17][OH:18])[C@@H:13]([OH:14])[C@H:11]([OH:12])[C@H:9]1[OH:10])=[O:6] |f:1.2.3|. Isolated yield 81.9%. Yields the product ClCCN(C(=O)N(C1[C@H](O)[C@@H](O)[C@H](O)[C@H](O1)CO)CCCCC)N=O (1-(2-chloroethyl)-1-nitroso-3-n-pentyl-3-D-glucopyranosylurea). Procedure: 3.5 g of 1-(2-chloroethyl)-3-n-pentyl-3-D-glucopyranosylurea are dissolved in a mixture of 60 ml of tetrahydrofuran and 60 ml of methylene chloride, and 15 g of sodium carbonate anhydrate are added thereto. 5 g of nitrogen tetroxide gas are introduced into the mixture for 10 minutes under ice-cooling. The mixture is treated in the same manner as described in Example 2. 3.1 g of 1-(2-chloroethyl)-1-nitroso-3-n-pentyl-3-D-glucopyranosylurea are thereby obtained as yellow caramel. Run in O1CCCC1 (tetrahydrofuran), C(Cl)Cl (methylene chloride). Reactants: ClCCNC(=O)N(C1[C@H](O)[C@@H](O)[C@H](O)[C@H](O1)CO)CCCCC (1-(2-chloroethyl)-3-n-pentyl-3-D-glucopyranosylurea), C([O-])([O-])=O.[Na+].[Na+] (sodium carbonate), [N+](=O)([N+](=O)[O-])[O-] (nitrogen tetroxide). Reactants: [OH-].[Na+] (NaOH), N1=C(C=CC=C1)C1=NC=CC=C1 (2,2′-bipyridine), [BH4-].[Na+] (sodium tetrahydroborate), FC1=C(C=CC=C1)C(COC1=CC=C(C=C2C(NC(S2)=O)=O)C=C1)O (5-{4-[2-(2-fluorophenyl)-2-hydroxyethoxy]benzylidene}-1,3-thiazolidine-2,4-dione), [BH4-].[Na+] (NaBH4), [BH4-].[Na+] (NaBH4). The reagents and catalysts are O.O.O.O.O.O.[Co](Cl)Cl (cobalt (II) chloride hexahydrate). Run in CC(=O)O (HOAc), CC(=O)O (HOAc), C1CCOC1.O (THF H2O), CC(=O)O (HOAc). Product: FC1=C(C=CC=C1)C(COC1=CC=C(CC2C(NC(S2)=O)=O)C=C1)O (5-{4-[2-(2-fluorophenyl)-2-hydroxyethoxy]benzyl}-1,3-thiazolidine-2,4-dione). The yield is 63.2%. RXN SMILES: [F:1][C:2]1[CH:7]=[CH:6][CH:5]=[CH:4][C:3]=1[CH:8]([OH:25])[CH2:9][O:10][C:11]1[CH:24]=[CH:23][C:14]([CH:15]=[C:16]2[S:20][C:19](=[O:21])[NH:18][C:17]2=[O:22])=[CH:13][CH:12]=1.[OH-].[Na+].N1C=CC=CC=1C1C=CC=CN=1.[BH4-].[Na+]>C1COCC1.O.O.O.O.O.O.O.[Co](Cl)Cl.CC(O)=O>[F:1][C:2]1[CH:7]=[CH:6][CH:5]=[CH:4][C:3]=1[CH:8]([OH:25])[CH2:9][O:10][C:11]1[CH:24]=[CH:23][C:14]([CH2:15][CH:16]2[S:20][C:19](=[O:21])[NH:18][C:17]2=[O:22])=[CH:13][CH:12]=1 |f:1.2,4.5,6.7,8.9.10.11.12.13.14|. Procedure: To a stirring mixture of 5-{4-[2-(2-fluorophenyl)-2-hydroxyethoxy]benzylidene}-1,3-thiazolidine-2,4-dione (0.52 g, 1.40 mmol) in THF/H2O (1:1, 16 ml) was added 1M NaOH (2 ml), cobalt (II) chloride hexahydrate (0.2 mg, 0.0009 mmol), 2,2′-bipyridine (50.8 mg, 0.33 mmol), and finally sodium tetrahydroborate (0.11 g, 2.90 mmol). The reaction turned a deep blue/purple color. After a short time, the dark color began to fade and HOAc was added dropwise to regenerate the darker color. When the color fad... Run at time 40 minute. Solvent: CN(C)C=O (DMF), CN(C)C=O (DMF). Reported procedure: POCl3 (5.8 g, 37.7 mmol) was added to 20 ml of DMF in an ice bath. After 40 minutes, 2,2-dimethylpropionic acid 2-[(3-methoxyphenyl)methylamino]ethyl ester (10 g, 37.7 mmol) dissolved in DMF (10 ml) was added dropwise. After the mixture was stirred for 16 hours, an aqueous sodium acetate solution (20%, 100 ml) was added dropwise thereto and the oily matter was subjected to extraction with ethyl acetate. Washing was performed with a saturated aqueous NaHCO3 solution (100 ml) and then with a satur... Yields the product C(=O)C1=C(C=C(C=C1)CNCCOC(C(C)(C)C)=O)OC (2,2-dimethylpropionic acid 2-[(4-formyl-3-methoxyphenyl)methylamino]ethyl ester). Reaction SMILES: O=P(Cl)(Cl)Cl.[CH3:6][O:7][C:8]1[CH:9]=[C:10]([CH2:14][NH:15][CH2:16][CH2:17][O:18][C:19](=[O:24])[C:20]([CH3:23])([CH3:22])[CH3:21])[CH:11]=[CH:12][CH:13]=1.[C:25]([O-])(=[O:27])C.[Na+]>CN(C=O)C>[CH:25]([C:13]1[CH:12]=[CH:11][C:10]([CH2:14][NH:15][CH2:16][CH2:17][O:18][C:19](=[O:24])[C:20]([CH3:21])([CH3:23])[CH3:22])=[CH:9][C:8]=1[O:7][CH3:6])=[O:27] |f:2.3|. Reactants: O=P(Cl)(Cl)Cl (POCl3), COC=1C=C(C=CC1)CNCCOC(C(C)(C)C)=O (2,2-dimethylpropionic acid 2-[(3-methoxyphenyl)methylamino]ethyl ester), C(C)(=O)[O-].[Na+] (sodium acetate).